describe an organic reaction: reactants, conditions, products, and yield From a dataset of the Open Reaction Database (ORD), a public repository of structured organic reaction records. Reactants: C(C)B(O)O (ethylboronic acid), C(=O)([O-])[O-].[Na+].[Na+] (Na2CO3), ClC1=NC(=C(C=C1OC(CC)CC)C)C1=C(C=C(C=C1)OC(F)(F)F)OC (2-Chloro-3-(1-ethylpropoxy)-6-(2-methoxy-4-trifluoromethoxyphenyl)-5-methylpyridine). Reagents/catalysts: C=1C=CC(=CC1)[P](C=2C=CC=CC2)(C=3C=CC=CC3)[Pd]([P](C=4C=CC=CC4)(C=5C=CC=CC5)C=6C=CC=CC6)([P](C=7C=CC=CC7)(C=8C=CC=CC8)C=9C=CC=CC9)[P](C=1C=CC=CC1)(C=1C=CC=CC1)C=1C=CC=CC1 (Pd(PPh3)4). Run in C1(=CC=CC=C1)C (toluene). Product: C(C)C1=NC(=C(C=C1OC(CC)CC)C)C1=C(C=C(C=C1)OC(F)(F)F)OC (2-Ethyl-3-(1-ethylpropoxy)-6-(2-methoxy-4-trifluoromethoxyphenyl)-5-methylpyridine). As a reaction SMILES: Cl[C:2]1[C:7]([O:8][CH:9]([CH2:12][CH3:13])[CH2:10][CH3:11])=[CH:6][C:5]([CH3:14])=[C:4]([C:15]2[CH:20]=[CH:19][C:18]([O:21][C:22]([F:25])([F:24])[F:23])=[CH:17][C:16]=2[O:26][CH3:27])[N:3]=1.[CH2:28](B(O)O)[CH3:29].C([O-])([O-])=O.[Na+].[Na+]>C1(C)C=CC=CC=1.C1C=CC([P]([Pd]([P](C2C=CC=CC=2)(C2C=CC=CC=2)C2C=CC=CC=2)([P](C2C=CC=CC=2)(C2C=CC=CC=2)C2C=CC=CC=2)[P](C2C=CC=CC=2)(C2C=CC=CC=2)C2C=CC=CC=2)(C2C=CC=CC=2)C2C=CC=CC=2)=CC=1>[CH2:28]([C:2]1[C:7]([O:8][CH:9]([CH2:12][CH3:13])[CH2:10][CH3:11])=[CH:6][C:5]([CH3:14])=[C:4]([C:15]2[CH:20]=[CH:19][C:18]([O:21][C:22]([F:25])([F:24])[F:23])=[CH:17][C:16]=2[O:26][CH3:27])[N:3]=1)[CH3:29] |f:2.3.4,^1:49,51,70,89|. Reported procedure: Pd(PPh3)4 (12 mg, 0.01 mmol) is added to a solution of compound 45 (41 mg, 0.1 mmol) in toluene (0.6 ml), followed by ethylboronic acid (73 mg, 1 mmol) and Na2CO3 (1M, 0.2 ml, 0.2 mmol). The resulting mixture is heated to reflux overnight, and then cooled to room temperature. The toluene layer is separated. The aqueous layer is extracted with EtOAc. The combined organic layers are combined, washed with water, brine, dried, filtered and evaporated. The crude product is purified by chromatography ... Reactants: CC(C)([O-])C.[Na+] (sodium tert-butoxide), Solution A, BrC1=CC=C(C=C1)C1=NN2C(C(=N1)OC1=CC(=C(C(=C1)OC)OC)OC)=C(N=C2C)C (2-(4-bromophenyl)-5,7-dimethyl-4-(3,4,5-trimethoxyphenoxy)imidazo[5,1-f][1,2,4]triazine), 16A, N1CCOCC1 (morpholine). Run in C1(=CC=CC=C1)C (toluene). Run at temperature 100 celsius, time 8 hour. The product is CC=1N=C(N2N=C(N=C(C21)OC2=CC(=C(C(=C2)OC)OC)OC)C2=CC=C(C=C2)N2CCOCC2)C (5,7-Dimethyl-2-[4-(4-morpholinyl)phenyl]-4-(3,4,5-trimethoxyphenoxy)imidazo-[5,1-f][1,2,4]triazine). Reaction SMILES: CC(C)([O-])C.[Na+].Br[C:8]1[CH:13]=[CH:12][C:11]([C:14]2[N:19]=[C:18]([O:20][C:21]3[CH:26]=[C:25]([O:27][CH3:28])[C:24]([O:29][CH3:30])=[C:23]([O:31][CH3:32])[CH:22]=3)[C:17]3=[C:33]([CH3:37])[N:34]=[C:35]([CH3:36])[N:16]3[N:15]=2)=[CH:10][CH:9]=1.[NH:38]1[CH2:43][CH2:42][O:41][CH2:40][CH2:39]1>C1(C)C=CC=CC=1>[CH3:37][C:33]1[N:34]=[C:35]([CH3:36])[N:16]2[C:17]=1[C:18]([O:20][C:21]1[CH:26]=[C:25]([O:27][CH3:28])[C:24]([O:29][CH3:30])=[C:23]([O:31][CH3:32])[CH:22]=1)=[N:19][C:14]([C:11]1[CH:12]=[CH:13][C:8]([N:38]3[CH2:43][CH2:42][O:41][CH2:40][CH2:39]3)=[CH:9][CH:10]=1)=[N:15]2 |f:0.1|. Procedure details: 28 mg (0.29 mmol) of sodium tert-butoxide are introduced into a second Schlenk tube under argon. Subsequently, 100 mg (0.21 mmol) of 2-(4-bromophenyl)-5,7-dimethyl-4-(3,4,5-trimethoxyphenoxy)imidazo[5,1-f][1,2,4]triazine from Exam-ple 16A, 22 mg (0.25 mmol) of morpholine and 2 ml of anhydrous toluene are added. Solution A is likewise added, and the whole is stirred overnight at 100° C. After cooling, the mixture is then filtered off with suction through a glass frit. The filtrate is concentrated... The reactants are FC=1C=C(C=CC1C(=O)OC)B(O)O ((3-fluoro-4-(methoxycarbonyl)phenyl)boronic acid), N1N=CC=C1 (1H-pyrazole). The reagents and catalysts are [Cu-]=O (copper(I) oxide). The solvent is CO (methanol). Reaction conditions: temperature 50 celsius, time 8 hour. The product is FC1=C(C(=O)OC)C=CC(=C1)N1N=CC=C1 (methyl 2-fluoro-4-(1H-pyrazol-1-yl)benzoate). The yield is 33.3%. As a reaction SMILES: [F:1][C:2]1[CH:3]=[C:4](B(O)O)[CH:5]=[CH:6][C:7]=1[C:8]([O:10][CH3:11])=[O:9].[NH:15]1[CH:19]=[CH:18][CH:17]=[N:16]1>CO.[Cu-]=O>[F:1][C:2]1[CH:3]=[C:4]([N:15]2[CH:19]=[CH:18][CH:17]=[N:16]2)[CH:5]=[CH:6][C:7]=1[C:8]([O:10][CH3:11])=[O:9]. Procedure: To a solution of (3-fluoro-4-(methoxycarbonyl)phenyl)boronic acid (2.40 g) and 1H-pyrazole (0.99 g) in methanol (54.0 mL) was added copper(I) oxide (0.10 g), and the mixture was stirred overnight at 50° C. The reaction mixture was concentrated under reduced pressure, and the residue was purified by silica gel column chromatography (ethyl acetate/hexane) to give the title compound (0.89 g). Procedure: 5-Chloro-2-methyl-4-nitroaniline was treated with acetic anhydride in the presence of 4-dimethylaminopyridine (DMAP) in CH2Cl2 to provide N-(5-chloro-2-methyl-4-nitrophenyl)acetamide, which was reacted with vinyl magnesium bromide at −40° C. to room temperature to give N-(7-chloro-4-methyl-1H-indol-5-yl)acetamide. Deprotection of the acetyl group by heating in an aqueous HCl solution at the reflux temperature provided 5-amino-7-chloro-4-methylindole. Run in C(Cl)Cl (CH2Cl2). The reactants are ClC=1C(=CC(=C(N)C1)C)[N+](=O)[O-] (5-Chloro-2-methyl-4-nitroaniline), C(C)(=O)OC(C)=O (acetic anhydride). Reagents/catalysts: CN(C1=CC=NC=C1)C (4-dimethylaminopyridine). RXN SMILES: [Cl:1][C:2]1[C:3]([N+:10]([O-:12])=[O:11])=[CH:4][C:5]([CH3:9])=[C:6]([CH:8]=1)[NH2:7].[C:13](OC(=O)C)(=[O:15])[CH3:14]>CN(C)C1C=CN=CC=1.C(Cl)Cl>[Cl:1][C:2]1[C:3]([N+:10]([O-:12])=[O:11])=[CH:4][C:5]([CH3:9])=[C:6]([NH:7][C:13](=[O:15])[CH3:14])[CH:8]=1. The product is ClC=1C(=CC(=C(C1)NC(C)=O)C)[N+](=O)[O-] (N-(5-chloro-2-methyl-4-nitrophenyl)acetamide). The reactants are CCOC(=O)CCCCBr, O=C([O-])[O-], CN(C)C=O, [I-], [K+], [K+], [Na+], O, O=Cc1c(O)cccc1OCc1ccccc1. Yields the product CCOC(=O)CCCCOc1cccc(OCc2ccccc2)c1C=O. As a reaction SMILES: [Br:18][CH2:19][CH2:20][CH2:21][CH2:22][C:23](=[O:24])[O:25][CH2:26][CH3:27].[C:28](=[O:29])([O-:30])[O-:31].[CH3:37][N:38]([CH3:39])[CH:40]=[O:41].[I-:35].[K+:32].[K+:33].[Na+:34].[OH2:36].[OH:1][c:2]1[c:3]([CH:4]=[O:5])[c:6]([O:10][CH2:11][c:12]2[cH:13][cH:14][cH:15][cH:16][cH:17]2)[cH:7][cH:8][cH:9]1>>[O:1]([c:2]1[c:3]([CH:4]=[O:5])[c:6]([O:10][CH2:11][c:12]2[cH:13][cH:14][cH:15][cH:16][cH:17]2)[cH:7][cH:8][cH:9]1)[CH2:19][CH2:20][CH2:21][CH2:22][C:23](=[O:24])[O:25][CH2:26][CH3:27]. Starting materials: C(C)(C)(C)C=1C(COC1C1=CC2=C(N=C(O2)C2=CC=CC=C2)C(=C1)O[Si](C)(C)C(C)(C)C)(C)C (4-t-butyl-5-[4-(t-butyldimethylsiloxy)-2-phenylbenzo[d]oxazol-6-yl]-3,3-dimethyl-2,3-dihydrofuran), C(C)(C)(C)C=1C(COC1C1=CC2=C(N=C(O2)C2=CC=CC=C2)C(=C1)O[Si](C)(C)C(C)(C)C)(C)C (4-t-butyl-5-[4-(t-butyldimethylsiloxy)-2-phenylbenzo[d]oxazol-6-yl]-3,3-dimethyl-2,3-dihydrofuran), C(Cl)Cl (methylene chloride), [Na] (sodium), O=O (oxygen). The product is C(C)(C)(C)C12C(COC2(OO1)C1=CC2=C(N=C(O2)C2=CC=CC=C2)C(=C1)O[Si](C)(C)C(C)(C)C)(C)C (5-t-butyl-1-[4-(t-butyldimethylsiloxy)-2-phenylbenzo[d]oxazol-6-yl]-4,4-dimethyl-2,6,7-trioxabicyclo[3.2.0]heptane). The yield is 85.1%. Reaction SMILES: [C:1]([C:5]1[C:6]([CH3:34])([CH3:33])[CH2:7][O:8][C:9]=1[C:10]1[CH:24]=[C:23]([O:25][Si:26]([C:29]([CH3:32])([CH3:31])[CH3:30])([CH3:28])[CH3:27])[C:13]2[N:14]=[C:15]([C:17]3[CH:22]=[CH:21][CH:20]=[CH:19][CH:18]=3)[O:16][C:12]=2[CH:11]=1)([CH3:4])([CH3:3])[CH3:2].C(Cl)Cl.[Na].[O:39]=[O:40]>>[C:1]([C:5]12[O:40][O:39][C:9]1([C:10]1[CH:24]=[C:23]([O:25][Si:26]([C:29]([CH3:32])([CH3:31])[CH3:30])([CH3:27])[CH3:28])[C:13]3[N:14]=[C:15]([C:17]4[CH:22]=[CH:21][CH:20]=[CH:19][CH:18]=4)[O:16][C:12]=3[CH:11]=1)[O:8][CH2:7][C:6]2([CH3:34])[CH3:33])([CH3:4])([CH3:2])[CH3:3] |^1:37|. Procedure: Adding 1 mg of TPP and 27.9 mg (0.058 mmol) of 4-t-butyl-5-[4-(t-butyldimethylsiloxy)-2-phenylbenzo[d]oxazol-6-yl]-3,3-dimethyl-2,3-dihydrofuran (Compound [65]) to 5 ml of methylene chloride, the mixture was externally irritated with a 940 W sodium lamp for 30 minutes in oxygen atmosphere. After concentrated, the resulting mixture was applied to a silica gel column and the elution was carried out the mixture of hexane and ethyl acetate (hexane:ethyl acetate=15:1) to obtain 25.3 mg of 5-t-butyl-1... The reactants are [H][H] (hydrogen), C(=CCCCC)C=1NC2=CC=CC=C2C1 (2-Hex-1-enyl-1H-indole), [H][H] (hydrogen). Reagents/catalysts: [Pd] (palladium on carbon). Solvent: C(C)O (ethanol). The product is C(CCCCC)C=1NC2=CC=CC=C2C1 (2-Hexyl-1H-indole). RXN SMILES: [CH:1]([C:7]1[NH:8][C:9]2[C:14]([CH:15]=1)=[CH:13][CH:12]=[CH:11][CH:10]=2)=[CH:2][CH2:3][CH2:4][CH2:5][CH3:6].[H][H]>C(O)C.[Pd]>[CH2:1]([C:7]1[NH:8][C:9]2[C:14]([CH:15]=1)=[CH:13][CH:12]=[CH:11][CH:10]=2)[CH2:2][CH2:3][CH2:4][CH2:5][CH3:6]. Reported procedure: 2-Hex-1-enyl-1H-indole was dissolved in ethanol and 10% palladium on carbon was added to the solution. The reaction flask was sealed and exposed to hydrogen gas under pressure and was stirred until the hydrogen gas consumption was completely stopped. The reaction mixture was filtered through Celite. The solvent was evaporated to afford the product. The reactants are N#N (N2), N(=O)[O-].[Na+] (sodium nitrite), C(C=C)(=O)OC (Methyl acrylate), cuprous bromide, N#N (N2), FC1=CC=C(N)C=C1 (4-fluoroaniline), Br (hydrobromic acid). The solvent is O (water), CC(=O)C (acetone). Reaction conditions: temperature -5 celsius. Yields the product BrC(C(=O)OC)CC1=CC=C(C=C1)F (methyl 2-bromo-3-(4-fluorophenyl)propionate). Reaction SMILES: [F:1][C:2]1[CH:8]=[CH:7][C:5](N)=[CH:4][CH:3]=1.[BrH:9].N([O-])=O.[Na+].[C:14]([O:18][CH3:19])(=[O:17])[CH:15]=[CH2:16].N#N>O.CC(C)=O>[Br:9][CH:15]([CH2:16][C:5]1[CH:7]=[CH:8][C:2]([F:1])=[CH:3][CH:4]=1)[C:14]([O:18][CH3:19])=[O:17] |f:2.3|. Procedure: A mixture of 4-fluoroaniline (27.75 g), acetone (500 ml) and hydrobromic acid (80 ml, 48%) stirred at -5° C. was treated over 30 minutes with a solution of sodium nitrite (21.0 g) in water (50 ml). Methyl acrylate (215 g) and cuprous bromide (0.04 g) were added. The internal temperature was allowed to rise in a carefully controlled manner; at 15° C. the evolution of N2 was vigorous. When the rate of N2 evolution decreased, the mixture was stirred at 25° C. for 1 hr to complete the reaction. The ... Reactants: C([O-])(O)=O.[Na+] (sodium bicarbonate), [F-].C(CCC)[N+](CCCC)(CCCC)CCCC (tetrabutylammonium fluoride), CC(=CCCN1CCC(CC1)NC(C(C=1NC=C(N1)COCC[Si](C)(C)C)(O)C1CCCC1)=O)C (N-[1-(4-methyl-3-pentenyl)piperidin-4-yl]-2-cyclopentyl-2-hydroxy-2-{[2-(trimethylsilyl)ethoxymethyl]imidazol-2-yl}acetamide). Solvent: O1CCCC1 (tetrahydrofuran), O1CCCC1 (tetrahydrofuran). Conditions: time 5 hour. Product: CC(=CCCN1CCC(CC1)NC(C(O)(C1CCCC1)C=1NC=CN1)=O)C (N-[1-(4-Methyl-3-pentenyl)piperidin-4-yl]-2-(2-imidazolyl)-2-cyclopentyl-2-hydroxyacetamide). Isolated yield 42.9%. RXN SMILES: [F-].C([N+](CCCC)(CCCC)CCCC)CCC.[CH3:19][C:20]([CH3:53])=[CH:21][CH2:22][CH2:23][N:24]1[CH2:29][CH2:28][CH:27]([NH:30][C:31](=[O:52])[C:32]([CH:47]2[CH2:51][CH2:50][CH2:49][CH2:48]2)([OH:46])[C:33]2[NH:34][CH:35]=[C:36](COCC[Si](C)(C)C)[N:37]=2)[CH2:26][CH2:25]1.C(=O)(O)[O-].[Na+]>O1CCCC1>[CH3:19][C:20]([CH3:53])=[CH:21][CH2:22][CH2:23][N:24]1[CH2:29][CH2:28][CH:27]([NH:30][C:31](=[O:52])[C:32]([C:33]2[NH:37][CH:36]=[CH:35][N:34]=2)([CH:47]2[CH2:48][CH2:49][CH2:50][CH2:51]2)[OH:46])[CH2:26][CH2:25]1 |f:0.1,3.4|. Procedure details: 0.3 ml of a 1N tetrabutylammonium fluoride solution in tetrahydrofuran was added to a solution of 44 mg of N-[1-(4-methyl-3-pentenyl)piperidin-4-yl]-2-cyclopentyl-2-hydroxy-2-{[2-(trimethylsilyl)ethoxymethyl]imidazol-2-yl}acetamide in 2 ml of tetrahydrofuran at 60° C., and this mixture was stirred at the same temperature for 5 hours. The reaction mixture was mixed with a saturated aqueous solution of sodium bicarbonate and extracted with diethyl ether. The organic layer was washed with water and... Reactants: FC(C(=O)O)(F)F (Trifluoroacetic acid), C[C@H](CCC)NC1=NC(=C2N=C(N(C2=N1)C1OCCCC1)OC)N (N2-[(1R)-1-methylbutyl]-8-(methyloxy)-9-(tetrahydro-2H-pyran-2-yl)-9H-purine-2,6-diamine), resultant mixture. Run in CO (methanol). Yields the product FC(C(=O)O)(F)F.C[C@H](CCC)NC1=NC(=C2N=C(N=C2N1)OC)N (N2-[(1R)-1-Methylbutyl]-8-(methyloxy)-3H-purine-2,6-diamine trifluoroacetate). Isolated yield 103.3%. RXN SMILES: [F:1][C:2]([F:7])([F:6])[C:3]([OH:5])=[O:4].[CH3:8][C@@H:9]([NH:13][C:14]1[N:22]=[C:21]2[C:17]([N:18]=[C:19]([O:29][CH3:30])[N:20]2C2CCCCO2)=[C:16]([NH2:31])[N:15]=1)[CH2:10][CH2:11][CH3:12]>CO>[F:1][C:2]([F:7])([F:6])[C:3]([OH:5])=[O:4].[CH3:8][C@@H:9]([NH:13][C:14]1[NH:22][C:21]2[C:17]([N:18]=[C:19]([O:29][CH3:30])[N:20]=2)=[C:16]([NH2:31])[N:15]=1)[CH2:10][CH2:11][CH3:12] |f:3.4|. Procedure: Trifluoroacetic acid (1 ml, 1.48 g, 7.08 mmol) was added to a stirred solution of N2-[(1R)-1-methylbutyl]-8-(methyloxy)-9-(tetrahydro-2H-pyran-2-yl)-9H-purine-2,6-diamine (0.613 g, 1.833 mmol) in methanol (10 ml). The resultant mixture was stirred for 66 hours under an atmosphere of nitrogen and then evaporated to give the title compound as an off-white solid (0.690 g).